From a dataset of the Open Reaction Database (ORD), a public repository of structured organic reaction records. describe an organic reaction: reactants, conditions, products, and yield The reactants are CCN(C(C)C)C(C)C, CC1CCCNC1, [O-][n+]1cc(CCl)ccc1Cl, [I-], [K+], C1CCOC1. Product: CC1CCCN(Cc2ccc(Cl)[n+]([O-])c2)C1. Reaction SMILES: [CH2:20]([N:21]([CH:22]([CH3:23])[CH3:24])[CH:25]([CH3:26])[CH3:27])[CH3:28].[CH3:11][CH:12]1[CH2:13][NH:14][CH2:15][CH2:16][CH2:17]1.[Cl:1][c:2]1[n+:3]([O-:10])[cH:4][c:5]([CH2:8][Cl:9])[cH:6][cH:7]1.[I-:19].[K+:18].[O:29]1[CH2:30][CH2:31][CH2:32][CH2:33]1>>[Cl:1][c:2]1[n+:3]([O-:10])[cH:4][c:5]([CH2:8][N:14]2[CH2:13][CH:12]([CH3:11])[CH2:17][CH2:16][CH2:15]2)[cH:6][cH:7]1. Reactants: O1CCO[C@H]2[C@H]1CN(C2)C(=O)OCC2=CC=CC=C2 ((4aR,7aR)-benzyl tetrahydro-2H-[1,4]dioxino[2,3-c]pyrrole-6(3H)-carboxylate). Reagents/catalysts: [Pd] (Pd/C). The solvent is C1CCOC1 (THF). Conditions: temperature 50 celsius, time 5 hour. Yields the product O1CCO[C@H]2[C@H]1CNC2 ((4aR,7aR)-hexahydro-2H-[1,4]dioxino[2,3-c]pyrrole). As a reaction SMILES: [O:1]1[C@@H:6]2[CH2:7][N:8](C(OCC3C=CC=CC=3)=O)[CH2:9][C@H:5]2[O:4][CH2:3][CH2:2]1>C1COCC1.[Pd]>[O:1]1[C@@H:6]2[CH2:7][NH:8][CH2:9][C@H:5]2[O:4][CH2:3][CH2:2]1. Procedure: A mixture of (4aR,7aR)-benzyl tetrahydro-2H-[1,4]dioxino[2,3-c]pyrrole-6(3H)-carboxylate (140.0 mg, 0.53 mmol) and 10% Pd/C (0.56 mg, 0.053 mmol) in THF (6 mL) was stirred for 5.0 h at 50° C. The resulted mixture was filtered. The filtrate was concentrated in vacuo and the residue was used for the next step without further purification. The reagents and catalysts are [Ti](Cl)(Cl)(Cl)Cl (Titanium tetrachloride). The solvent is ClC1=CC=CC=C1 (chlorobenzene). Procedure details: Titanium tetrachloride (1.99 g) was slowly added to a mixture of (5-amino-1,3-dioxo-1,3-dihydro-isoindol-2-yl)-acetic acid ethyl ester (3.48 g), benzophenone (2.81 g) and DABCO (4.72 g) in chlorobenzene (112 ml). Resulting mixture was heated to reflux for 2.5 h. After cooling, reaction mixture was filtered through a pad of celite and rinsed with ethyl acetate. Filtrate was concentrated and the residue was purified by silica gel chromatography (25%-40% ethyl acetate in hexanes) to give the title ... Isolated yield 52.4%. As a reaction SMILES: [CH2:1]([O:3][C:4](=[O:18])[CH2:5][N:6]1[C:14](=[O:15])[C:13]2[C:8](=[CH:9][CH:10]=[C:11]([NH2:16])[CH:12]=2)[C:7]1=[O:17])[CH3:2].[C:19]([C:27]1[CH:32]=[CH:31][CH:30]=[CH:29][CH:28]=1)(=O)[C:20]1[CH:25]=[CH:24][CH:23]=[CH:22][CH:21]=1.C1N2CCN(CC2)C1>ClC1C=CC=CC=1.[Ti](Cl)(Cl)(Cl)Cl>[CH2:1]([O:3][C:4](=[O:18])[CH2:5][N:6]1[C:14](=[O:15])[C:13]2[C:8](=[CH:9][CH:10]=[C:11]([N:16]=[C:19]([C:20]3[CH:25]=[CH:24][CH:23]=[CH:22][CH:21]=3)[C:27]3[CH:32]=[CH:31][CH:30]=[CH:29][CH:28]=3)[CH:12]=2)[C:7]1=[O:17])[CH3:2]. The reactants are C(C)OC(CN1C(C2=CC=C(C=C2C1=O)N)=O)=O ((5-amino-1,3-dioxo-1,3-dihydro-isoindol-2-yl)-acetic acid ethyl ester), C(C1=CC=CC=C1)(=O)C1=CC=CC=C1 (benzophenone), C1CN2CCN1CC2 (DABCO). Product: C(C)OC(CN1C(C2=CC=C(C=C2C1=O)N=C(C1=CC=CC=C1)C1=CC=CC=C1)=O)=O ([5-(Benzhydrylidene-amino)-1,3-dioxo-1,3-dihydro-isoindol-2-yl]-acetic acid ethyl ester). Reactants: C([O-])(O)=O.[K+] (potassium bicarbonate), O(C1=CC=CC=C1)CC(=O)NC1[C@@H]2N(C(C(S2)(C)C)C2=NN=NN2CC2=CC=CC=C2)C1=O (6-(2-phenoxyacetamido)-2,2-dimethyl-3-(1-benzyltetrazol-5-yl)penam), CO (methanol), [H][H] (hydrogen). Reagents/catalysts: [Pd] (palladium-on-carbon). Solvent: O (water), C(C)(=O)OCC (ethyl acetate). Reaction conditions: time 5 hour. Yields the product O(C1=CC=CC=C1)CC(=O)NC1[C@@H]2N(C(C(S2)(C)C)C2=NN=NN2)C1=O (6-(2-phenoxyacetamido)-2,2-dimethyl-3-(5-tetrazolyl)penam). The yield is 51.0%. Reaction SMILES: C(=O)(O)[O-].[K+].CO.[H][H].[O:10]([CH2:17][C:18]([NH:20][CH:21]1[C:41](=[O:42])[N:23]2[CH:24]([C:29]3[N:33](CC4C=CC=CC=4)[N:32]=[N:31][N:30]=3)[C:25]([CH3:28])([CH3:27])[S:26][C@H:22]12)=[O:19])[C:11]1[CH:16]=[CH:15][CH:14]=[CH:13][CH:12]=1>[Pd].C(OCC)(=O)C.O>[O:10]([CH2:17][C:18]([NH:20][CH:21]1[C:41](=[O:42])[N:23]2[CH:24]([C:29]3[NH:33][N:32]=[N:31][N:30]=3)[C:25]([CH3:27])([CH3:28])[S:26][C@H:22]12)=[O:19])[C:11]1[CH:12]=[CH:13][CH:14]=[CH:15][CH:16]=1 |f:0.1|. Reported procedure: A mixture of 100 mg. (1 mmole) of potassium bicarbonate and 2.3 g. of 10% palladium-on-carbon, in a mixture of 12 ml. of methanol and 3 ml. of water, is stirred under an atmosphere of hydrogen until hydrogen uptake ceases. A solution of 464 mg. of 6-(2-phenoxyacetamido)-2,2-dimethyl-3-(1-benzyltetrazol-5-yl)penam in 10 ml. of ethyl acetate is then added, and stirring under an atmosphere of hydrogen is continued for an additional 5 hours. At this point the reaction mixture is filtered, and the re... Reactants: C(C)(C)(C)OC(NC1=C(C=C(C(=C1)N(C)C)C(F)(F)F)NC(CC(=O)C1=CC(=CC=C1)C=1C(=NC(=CC1)C)C)=O)=O ((5-dimethylamino-2-{3-[3-(2,6-dimethyl-pyridin-3-yl)-phenyl]-3-oxo-propionylamino}-4-trifluoromethyl-phenyl)-carbamic acid tert-butyl ester), C(=O)(C(F)(F)F)O (TFA). The solvent is C(Cl)Cl (CH2Cl2). Yields the product CN(C1=CC2=C(NC(CC(=N2)C2=CC(=CC=C2)C=2C(=NC(=CC2)C)C)=O)C=C1C(F)(F)F)C (7-Dimethylamino-4-[3-(2,6-dimethyl-pyridin-3-yl)-phenyl]-8-trifluoromethyl-1,3-dihydro-benzo[b][1,4]diazepin-2-one), solid. Reaction SMILES: C(OC(=O)[NH:7][C:8]1[CH:13]=[C:12]([N:14]([CH3:16])[CH3:15])[C:11]([C:17]([F:20])([F:19])[F:18])=[CH:10][C:9]=1[NH:21][C:22](=[O:40])[CH2:23][C:24]([C:26]1[CH:31]=[CH:30][CH:29]=[C:28]([C:32]2[C:33]([CH3:39])=[N:34][C:35]([CH3:38])=[CH:36][CH:37]=2)[CH:27]=1)=O)(C)(C)C.C(O)(C(F)(F)F)=O>C(Cl)Cl>[CH3:16][N:14]([CH3:15])[C:12]1[C:11]([C:17]([F:20])([F:19])[F:18])=[CH:10][C:9]2[NH:21][C:22](=[O:40])[CH2:23][C:24]([C:26]3[CH:31]=[CH:30][CH:29]=[C:28]([C:32]4[C:33]([CH3:39])=[N:34][C:35]([CH3:38])=[CH:36][CH:37]=4)[CH:27]=3)=[N:7][C:8]=2[CH:13]=1. Reported procedure: The title compound was prepared from (5-dimethylamino-2-{3-[3-(2,6-dimethyl-pyridin-3-yl)-phenyl]-3-oxo-propionylamino}-4-trifluoromethyl-phenyl)-carbamic acid tert-butyl ester (Example M43) (190 mg, 0.333 mmol) by treatment with TFA in CH2Cl2 according to the general procedure N. Obtained as a brown solid (97 mg). Starting materials: ClC=1C=C(C(=O)OO)C=CC1 (3-chloroperoxybenzoic acid), C(#N)C=1C(=NN(C1)C(N(CC)CC)=O)SC1=C(C=CC=C1C)CC (4-cyano-1-(diethylcarbamoyl)-3-(2-ethyl-6-methylphenylthio)pyrazole), ClCCCl (1,2-dichloroethane), S(=O)([O-])[O-].[Na+].[Na+] (sodium sulfite). Conditions: temperature 50 celsius. Reported procedure: 200 mg of 3-chloroperoxybenzoic acid were added to a solution of 150 mg of 4-cyano-1-(diethylcarbamoyl)-3-(2-ethyl-6-methylphenylthio)pyrazole [prepared as described in step (3) above] in 5 ml of 1,2-dichloroethane, and the resulting mixture was heated at 50° C. for 2 hours. At the end of this time, the reaction mixture was poured into an aqueous solution of sodium sulfite and extracted with methylene chloride. The extract was washed with an aqueous solution of sodium hydrogencarbonate, dried ov... The product is C(#N)C=1C(=NN(C1)C(N(CC)CC)=O)S(=O)(=O)C1=C(C=CC=C1C)CC (4-Cyano-1-(diethylcarbamoyl)-3-(2-ethyl-6-methylphenylsulfonyl)pyrazole). Yield: 95.0%. As a reaction SMILES: Cl[C:2]1[CH:3]=[C:4]([CH:9]=[CH:10][CH:11]=1)[C:5](OO)=O.[C:12]([C:14]1[C:15](SC2C(C)=CC=CC=2CC)=[N:16][N:17]([C:19](=[O:25])[N:20]([CH2:23][CH3:24])[CH2:21][CH3:22])[CH:18]=1)#[N:13].[S:36]([O-:39])([O-])=[O:37].[Na+].[Na+].Cl[CH2:43][CH2:44]Cl>>[C:12]([C:14]1[C:15]([S:36]([C:3]2[C:4]([CH3:5])=[CH:9][CH:10]=[CH:11][C:2]=2[CH2:43][CH3:44])(=[O:39])=[O:37])=[N:16][N:17]([C:19](=[O:25])[N:20]([CH2:23][CH3:24])[CH2:21][CH3:22])[CH:18]=1)#[N:13] |f:2.3.4|. The reactants are CCOC(=O)C(C)(C)Sc1cccc(F)c1F, C1CCOC1, C[Si](C)(C)[O-], [K+]. Yields the product CC(C)(Sc1cccc(F)c1F)C(=O)O. Reaction SMILES: [CH2:1]([CH3:2])[O:3][C:4]([C:5]([CH3:6])([CH3:7])[S:8][c:9]1[c:10]([F:16])[c:11]([F:15])[cH:12][cH:13][cH:14]1)=[O:17].[CH2:24]1[O:25][CH2:26][CH2:27][CH2:28]1.[CH3:18][Si:19]([CH3:20])([CH3:21])[O-:22].[K+:23]>>[O:3]=[C:4]([C:5]([CH3:6])([CH3:7])[S:8][c:9]1[c:10]([F:16])[c:11]([F:15])[cH:12][cH:13][cH:14]1)[OH:17].